Dataset: the Open Reaction Database (ORD), a public repository of structured organic reaction records. Task: describe an organic reaction: reactants, conditions, products, and yield Reactants: C(C(=O)OCC)(=O)OCC (diethyl oxalate), ClC=1C(=C(C=C(C1F)F)N)N (3-chloro-4,5-difluoro-1,2-diaminobenzene). The reagents and catalysts are Cl (HCl). The product is ClC1=C2NC(C(NC2=CC(=C1F)F)=O)=O (5-Chloro-6,7-difluoro-1,4-dihydro-2,3-quinoxalinedione), 24.9. Isolated yield 16.0%. As a reaction SMILES: [C:1]([O:8]CC)(=O)[C:2]([O:4]CC)=O.[Cl:11][C:12]1[C:13]([NH2:21])=[C:14]([NH2:20])[CH:15]=[C:16]([F:19])[C:17]=1[F:18]>Cl>[Cl:11][C:12]1[C:17]([F:18])=[C:16]([F:19])[CH:15]=[C:14]2[C:13]=1[NH:21][C:2](=[O:4])[C:1](=[O:8])[NH:20]2. Reported procedure: The title compound was prepared using an adaptation of the method of Cheeseman. (Cheeseman, G. W. H. J. Chem. Soc. 1171 (1962)). A mixture of diethyl oxalate (981 mg, 6.72 mmol) and 3-chloro-4,5-difluoro-1,2-diaminobenzene (120 mg, 0.670 mmol) was heated to reflux under N2 for 15 h. The reaction was allowed to cool to room temperature and the gray solid collected by vacuum filtration and rinsed with ice-cold EtOH (10 mL) and air dried. The solid was taken and dissolved in 5 mL 1N NaOH with heati... The reactants are BrBr (bromine), Br (HBr), BrBr (bromine), C(C)(=O)C=1C=CC2=C(CCS2(=O)=O)C1 (5-acetyl-2,3-dihydrobenzothiophene-1,1-dioxide). The solvent is C(C)(=O)O (acetic acid). Reaction conditions: time 0.5 hour. Product: BrCC(=O)C=1C=CC2=C(CCS2(=O)=O)C1 (5-Bromoacetyl-2,3-dihydrobenzothiophene-1,1-dioxide). The yield is 91.0%. As a reaction SMILES: [C:1]([C:4]1[CH:5]=[CH:6][C:7]2[S:11](=[O:13])(=[O:12])[CH2:10][CH2:9][C:8]=2[CH:14]=1)(=[O:3])[CH3:2].[BrH:15].BrBr>C(O)(=O)C>[Br:15][CH2:2][C:1]([C:4]1[CH:5]=[CH:6][C:7]2[S:11](=[O:12])(=[O:13])[CH2:10][CH2:9][C:8]=2[CH:14]=1)=[O:3]. Reported procedure: To a solution of 5-acetyl-2,3-dihydrobenzothiophene-1,1-dioxide (8 g, 38.1 mmol) (obtained in preparation 17) dissolved in acetic acid (45 ml) under argon atmosphere, aqueous HBr (0.5 ml, 47%), bromine (5.84 g, 36.54 mmol) was added slowly at 15°-20° C. and the reaction mixture was stirred for about 0.5 h. Additional quantity of bromine (4.84 g) was slowly added and the stirring continued for further 10 h at 25°-30° C. Argon atmosphere was removed and the reaction mixture was kept open in the wa... Starting materials: C1(CC1)N(C(=O)[C@H]1CN(CC[C@@H]1C1=CC=C(C=C1)OCCOC1=C(C=C(C=C1Cl)C)Cl)C(=O)OC(C)(C)C)CC1=CC(=CC(=C1)CCCOC)OCCC(C(=O)OC)(C)C (tert-Butyl (3R,4S)-3-({cyclopropyl[3-(4-methoxy-3,3-dimethyl-4-oxobutoxy)-5-(3-methoxypropyl)-benzyl]amino}carbonyl)-4-{4-[2-(2,6-dichloro-4-methylphenoxy)ethoxy]phenyl}-piperidine-1-carboxylate), [OH-].[Na+] (NaOH). The solvent is C(C)O (ethanol). Run at temperature 100 celsius. Yields the product C(C)(C)(C)OC(=O)N1C[C@@H]([C@H](CC1)C1=CC=C(C=C1)OCCOC1=C(C=C(C=C1Cl)C)Cl)C(=O)N(C1CC1)CC=1C=C(OCCC(C(=O)O)(C)C)C=C(C1)CCCOC (4-[3-{[[((3R,4S)-1-(tert-Butoxycarbonyl)-4-{4-[2-(2,6-dichloro-4-methylphenoxy)ethoxy]phenyl}piperidin-3-yl)carbonyl](cyclopropyl)amino]methyl}-5-(3-methoxypropyl)phenoxy]-2,2-dimethylbutanoic acid). RXN SMILES: [CH:1]1([N:4]([CH2:39][C:40]2[CH:45]=[C:44]([CH2:46][CH2:47][CH2:48][O:49][CH3:50])[CH:43]=[C:42]([O:51][CH2:52][CH2:53][C:54]([CH3:60])([CH3:59])[C:55]([O:57]C)=[O:56])[CH:41]=2)[C:5]([C@@H:7]2[C@@H:12]([C:13]3[CH:18]=[CH:17][C:16]([O:19][CH2:20][CH2:21][O:22][C:23]4[C:28]([Cl:29])=[CH:27][C:26]([CH3:30])=[CH:25][C:24]=4[Cl:31])=[CH:15][CH:14]=3)[CH2:11][CH2:10][N:9]([C:32]([O:34][C:35]([CH3:38])([CH3:37])[CH3:36])=[O:33])[CH2:8]2)=[O:6])[CH2:3][CH2:2]1.[OH-].[Na+]>C(O)C>[C:35]([O:34][C:32]([N:9]1[CH2:10][CH2:11][C@H:12]([C:13]2[CH:18]=[CH:17][C:16]([O:19][CH2:20][CH2:21][O:22][C:23]3[C:24]([Cl:31])=[CH:25][C:26]([CH3:30])=[CH:27][C:28]=3[Cl:29])=[CH:15][CH:14]=2)[C@@H:7]([C:5]([N:4]([CH2:39][C:40]2[CH:41]=[C:42]([CH:43]=[C:44]([CH2:46][CH2:47][CH2:48][O:49][CH3:50])[CH:45]=2)[O:51][CH2:52][CH2:53][C:54]([CH3:59])([CH3:60])[C:55]([OH:57])=[O:56])[CH:1]2[CH2:3][CH2:2]2)=[O:6])[CH2:8]1)=[O:33])([CH3:38])([CH3:37])[CH3:36] |f:1.2|. Procedure: To a solution of tert-Butyl (3R,4S)-3-({cyclopropyl[3-(4-methoxy-3,3-dimethyl-4-oxobutoxy)-5-(3-methoxypropyl)-benzyl]amino}carbonyl)-4-{4-[2-(2,6-dichloro-4-methylphenoxy)ethoxy]phenyl}-piperidine-1-carboxylate (1 eq.) from Example 21/Step 2 in ethanol was added 1 N aqueous NaOH (3 eq.). The reaction was heated to 100° C. for 10 min in a microwave reactor (Biotage). After cooling to rt, the reaction was concentrated in vacuo to removed the ethanol solvent. The resulting solution was acidified w... Reactants: CCN=C=NCCCN(C)C.Cl (EDCI.HCl), C=1C=CC2=C(C1)N=NN2O (HOBt), CCN(C(C)C)C(C)C (DIPEA), ClC1=C(C(=O)O)C=C(C=C1)C(F)(F)F (2-chloro-5-trifluoromethylbenzoic acid), Cl.C1(=CC=C(C=C1)NC(CC(N1CCNCC1)=O)=O)C1=CC=CC=C1 (N-biphenyl-4-yl-3-oxo-3-piperazin-1-yl-propionamide hydrochloride). The solvent is CN(C)C=O (DMF), O (water). Reaction conditions: temperature 10 celsius, time 8 hour. Product: C1(=CC=C(C=C1)NC(CC(=O)N1CCN(CC1)C(C1=C(C=CC(=C1)C(F)(F)F)Cl)=O)=O)C1=CC=CC=C1 (N-biphenyl-4-yl-3-[4-(2-chloro-5-trifluoromethyl-benzoyl)-piperazin-1-yl]-3-oxo-propionamide). Yield: 50.0%. Reaction SMILES: C1C=CC2N(O)N=NC=2C=1.CCN(C(C)C)C(C)C.[Cl:20][C:21]1[CH:29]=[CH:28][C:27]([C:30]([F:33])([F:32])[F:31])=[CH:26][C:22]=1[C:23]([OH:25])=O.CCN=C=NCCCN(C)C.Cl.Cl.[C:47]1([C:65]2[CH:70]=[CH:69][CH:68]=[CH:67][CH:66]=2)[CH:52]=[CH:51][C:50]([NH:53][C:54](=[O:64])[CH2:55][C:56](=[O:63])[N:57]2[CH2:62][CH2:61][NH:60][CH2:59][CH2:58]2)=[CH:49][CH:48]=1>CN(C=O)C.O>[C:47]1([C:65]2[CH:70]=[CH:69][CH:68]=[CH:67][CH:66]=2)[CH:48]=[CH:49][C:50]([NH:53][C:54](=[O:64])[CH2:55][C:56]([N:57]2[CH2:58][CH2:59][N:60]([C:23](=[O:25])[C:22]3[CH:26]=[C:27]([C:30]([F:33])([F:32])[F:31])[CH:28]=[CH:29][C:21]=3[Cl:20])[CH2:61][CH2:62]2)=[O:63])=[CH:51][CH:52]=1 |f:3.4,5.6|. Reported procedure: HOBt (34 mg, 0.25 mmol) and DIPEA (67.9 mg, 0.51 mmol) were added to a stirred solution of 2-chloro-5-trifluoromethylbenzoic acid (48 mg, 0.21 mmol) in DMF (3 mL). The reaction mixture was cooled to 10° C. and EDCI.HCl (48 mg, 0.25 mmol) followed by N-biphenyl-4-yl-3-oxo-3-piperazin-1-yl-propionamide hydrochloride (75 mg, 0.2 mmol) were added. The reaction mixture was stirred at room temperature overnight then diluted with water and extracted with ethyl acetate. The ethyl acetate was washed with... Starting materials: BrC1=CC(=C(S1)Cl)C(=O)O (5-Bromo-2-chloro-3-thiophenecarboxylic acid), C1(=CC=CC=C1)C=1SC=CC1 (2-phenylthiophene). Yields the product BrC1=CC(=C(S1)Cl)CC=1SC(=CC1)C1=CC=CC=C1 (5-Bromo-2-chloro-3-(5-phenyl-2-thienylmethyl)thiophene). Reaction SMILES: [Br:1][C:2]1[S:6][C:5]([Cl:7])=[C:4]([C:8](O)=O)[CH:3]=1.[C:11]1([C:17]2[S:18][CH:19]=[CH:20][CH:21]=2)[CH:16]=[CH:15][CH:14]=[CH:13][CH:12]=1>>[Br:1][C:2]1[S:6][C:5]([Cl:7])=[C:4]([CH2:8][C:19]2[S:18][C:17]([C:11]3[CH:12]=[CH:13][CH:14]=[CH:15][CH:16]=3)=[CH:21][CH:20]=2)[CH:3]=1. Reported procedure: 5-Bromo-2-chloro-3-thiophenecarboxylic acid (see Japanese Unexamined Patent Publication No. 10-324632) and 2-phenylthiophene were treated in a manner similar to Reference Example 5 to give the target compound as a colorless solid. APCI-Mass m/Z 367/369 (M+H). Reported procedure: To a solution of methyl 2-hydroxyphenylacetic acid methyl ester (1000 mg, 6.02 mmol) in nitrobenzene (10 ml) was added heptanoyl chloride (900 mg, 6.02 mmol), followed by aluminium chloride (1.6 g, 12.0 mmol, 2 equiv). The solution was heated to 60 C for 18 h, then cooled on ice before quenching with aqueous hydrochloric acid (1 M, 50 ml). The mixture was extracted with dichloromethane. (3×50 ml) and concentrated. Chromatography on silica gel using ethyl acetate/petroleum spirits (20:80) as elua... Run in [N+](=O)([O-])C1=CC=CC=C1 (nitrobenzene). Isolated yield 9.3%. Yields the product C(CCCCCC)(=O)C=1C=CC2=C(C=CO2)C1 (5-heptanoylbenzofuran). RXN SMILES: COC(=O)[CH:4]([CH3:12])[C:5]1[CH:10]=[CH:9][CH:8]=[CH:7][C:6]=1[OH:11].[C:14](Cl)(=[O:21])[CH2:15][CH2:16][CH2:17][CH2:18][CH2:19][CH3:20].[Cl-].[Al+3].[Cl-].[Cl-]>[N+](C1C=CC=CC=1)([O-])=O>[C:14]([C:9]1[CH:8]=[CH:7][C:6]2[O:11][CH:12]=[CH:4][C:5]=2[CH:10]=1)(=[O:21])[CH2:15][CH2:16][CH2:17][CH2:18][CH2:19][CH3:20] |f:2.3.4.5|. The reactants are COC(C(C1=C(C=CC=C1)O)C)=O (methyl 2-hydroxyphenylacetic acid methyl ester), C(CCCCCC)(=O)Cl (heptanoyl chloride), [Cl-].[Al+3].[Cl-].[Cl-] (aluminium chloride).